From a dataset of the Open Reaction Database (ORD), a public repository of structured organic reaction records. describe an organic reaction: reactants, conditions, products, and yield Starting materials: CC(=O)O[BH-](OC(C)=O)OC(C)=O, CC(=O)O, O=CCC1(CCN2CCOCC2)CCCCC1, ClC(Cl)Cl, ClCCCl, [Na+], [Na+], O=C([O-])O, Cc1ccc(NC2CCNCC2)cc1. Product: Cc1ccc(NC2CCN(CCC3(CCN4CCOCC4)CCCCC3)CC2)cc1. RXN SMILES: [C:1]([O:2][BH-:3]([O:4][C:5](=[O:6])[CH3:7])[O:8][C:9](=[O:10])[CH3:11])(=[O:12])[CH3:13].[CH3:46][C:47](=[O:48])[OH:49].[CH:15](=[O:16])[CH2:17][C:18]1([CH2:24][CH2:25][N:26]2[CH2:27][CH2:28][O:29][CH2:30][CH2:31]2)[CH2:19][CH2:20][CH2:21][CH2:22][CH2:23]1.[CH:59]([Cl:60])([Cl:61])[Cl:62].[Cl:55][CH2:56][CH2:57][Cl:58].[Na+:14].[Na+:50].[OH:51][C:52](=[O:53])[O-:54].[c:32]1([CH3:45])[cH:33][cH:34][c:35]([NH:38][CH:39]2[CH2:40][CH2:41][NH:42][CH2:43][CH2:44]2)[cH:36][cH:37]1>>[CH2:15]([CH2:17][C:18]1([CH2:24][CH2:25][N:26]2[CH2:27][CH2:28][O:29][CH2:30][CH2:31]2)[CH2:19][CH2:20][CH2:21][CH2:22][CH2:23]1)[N:42]1[CH2:41][CH2:40][CH:39]([NH:38][c:35]2[cH:34][cH:33][c:32]([CH3:45])[cH:37][cH:36]2)[CH2:44][CH2:43]1. Starting materials: S(O)(O)(=O)=O (sulfuric acid), ice, O (water), Mg, solution, BrC1=CC=C(C=C1)OC (p-bromoanisole), C(C)OB(OCC)OCC (triethylborate). The solvent is C(C)OCC (diethyl ether), C(C)OCC (diethyl ether), CCOCC (ether). Reaction conditions: temperature -70 celsius, time 1 hour. Yields the product COC1=CC=C(C=C1)B(O)O ((4-methoxyphenyl)-boronic acid). Reaction SMILES: Br[C:2]1[CH:7]=[CH:6][C:5]([O:8][CH3:9])=[CH:4][CH:3]=1.C([O:12][B:13](OCC)[O:14]CC)C.S(=O)(=O)(O)O.O>C(OCC)C>[CH3:9][O:8][C:5]1[CH:6]=[CH:7][C:2]([B:13]([OH:14])[OH:12])=[CH:3][CH:4]=1. Reported procedure: 100 ml of a solution of 10 g of p-bromoanisole in anhydrous diethyl ether were added dropwise at reflux under an inert gas atmosphere to a suspension of 1.3 g of Mg turnings in 5 ml of anhydrous diethyl ether, and the mixture was refluxed for 2 hours. The mixture was then poured into a solution of 9.02 ml of triethylborate in 60 ml of anhydrous ether cooled to -70° C. After stirring for one hour at -70° C., then for one hour at ambient temperature, the solution was poured into a mixture of 11 ml...